describe an organic reaction: reactants, conditions, products, and yield From a dataset of the Open Reaction Database (ORD), a public repository of structured organic reaction records. Reactants: BrC=1C=C(C=CC1)SCC(CC)=O (1-(3-bromo-phenylsulfanyl)-butan-2-one), Cl.ClC=1C=C(C=CC1)NN (3-chlorophenylhydrazine hydrochloride). Product: BrC=1C=C(C=CC1)SC1=C(NC2=CC(=CC=C12)Cl)CC (3-(3-Bromo-phenylsulfanyl)-6-chloro-2-ethyl-1H-indole). As a reaction SMILES: [Br:1][C:2]1[CH:3]=[C:4]([S:8][CH2:9][C:10](=O)[CH2:11][CH3:12])[CH:5]=[CH:6][CH:7]=1.Cl.[Cl:15][C:16]1[CH:17]=[C:18]([NH:22]N)[CH:19]=[CH:20][CH:21]=1>>[Br:1][C:2]1[CH:3]=[C:4]([S:8][C:9]2[C:19]3[C:18](=[CH:17][C:16]([Cl:15])=[CH:21][CH:20]=3)[NH:22][C:10]=2[CH2:11][CH3:12])[CH:5]=[CH:6][CH:7]=1 |f:1.2|. Reported procedure: Prepared according to the procedure described in Example 2, Step 1, using the following starting materials: 1-(3-bromo-phenylsulfanyl)-butan-2-one and 3-chlorophenylhydrazine hydrochloride. Starting materials: CCCCCCC(=O)OC, Cc1cc(OCc2ccccc2)ccc1C=O, CC(C)[N-]C(C)C, [Li+], C1CCOC1. The product is CCCCCC(C(=O)OC)C(O)c1ccc(OCc2ccccc2)cc1C. RXN SMILES: [C:1]([CH2:2][CH2:3][CH2:4][CH2:5][CH2:6][CH3:7])(=[O:8])[O:9][CH3:10].[CH2:19]([c:20]1[cH:21][cH:22][cH:23][cH:24][cH:25]1)[O:26][c:27]1[cH:28][c:29]([CH3:35])[c:30]([CH:31]=[O:32])[cH:33][cH:34]1.[CH:11]([N-:12][CH:13]([CH3:14])[CH3:15])([CH3:16])[CH3:17].[Li+:18].[O:36]1[CH2:37][CH2:38][CH2:39][CH2:40]1>>[C:1]([CH:2]([CH2:3][CH2:4][CH2:5][CH2:6][CH3:7])[CH:31]([c:30]1[c:29]([CH3:35])[cH:28][c:27]([O:26][CH2:19][c:20]2[cH:21][cH:22][cH:23][cH:24][cH:25]2)[cH:34][cH:33]1)[OH:32])(=[O:8])[O:9][CH3:10].